This data is from the Open Reaction Database (ORD), a public repository of structured organic reaction records. The task is: describe an organic reaction: reactants, conditions, products, and yield Procedure details: 4.3 g of sodium amide at a concentration of 50% in toluene, suspended in 18.9 cm3 (equivalent to 16.9 g) of heptamethylenamine, are heated to 100° C. for 20 minutes, and 7.85 g (equivalent to 5.03 cm3) of bromobenzene are then added dropwise. The reaction medium is heated to reflux for 18 hours and cooled to room temperature, and 50 cm3 of water are added. 100 cm3 of benzene are added, the organic phase is separated, extracted using 5% strength aqueous hydrochloric acid solution and alkalinized ... Reaction conditions: temperature 100 celsius. Reactants: [NH2-].[Na+] (sodium amide), C1=CC=CC=C1 (benzene), C1(=CC=CC=C1)C (toluene), BrC1=CC=CC=C1 (bromobenzene), O (water). Run in heptamethylenamine. Product: N1(CCCCCCC1)C1=CC=CC=C1 (1-Azacyclooctylbenzene). RXN SMILES: [NH2-:1].[Na+].Br[C:4]1[CH:9]=[CH:8][CH:7]=[CH:6][CH:5]=1.O.C1C=CC=CC=1.[C:17]1([CH3:23])[CH:22]=[CH:21][CH:20]=[CH:19][CH:18]=1>>[N:1]1([C:4]2[CH:9]=[CH:8][CH:7]=[CH:6][CH:5]=2)[CH2:22][CH2:21][CH2:20][CH2:19][CH2:18][CH2:17][CH2:23]1 |f:0.1|. Reactants: ClC1=NC=C(C(=N1)NC1=CC(=CC=C1)O)F (2-chloro-5-fluoro-N4-(3-hydroxyphenyl)-4-pyrimidineamine), ClC1=CC(=C(N)C=C1OC)OC (4-chloro-2,5-dimethoxyaniline). Yields the product ClC1=CC(=C(C=C1OC)NC1=NC=C(C(=N1)NC1=CC(=CC=C1)O)F)OC (N2-(4-chloro-2,5-dimethoxyphenyl)-5-fluoro-N4-(3-hydroxyphenyl)-2,4-pyrimidinediamine). RXN SMILES: Cl[C:2]1[N:7]=[C:6]([NH:8][C:9]2[CH:14]=[CH:13][CH:12]=[C:11]([OH:15])[CH:10]=2)[C:5]([F:16])=[CH:4][N:3]=1.[Cl:17][C:18]1[C:24]([O:25][CH3:26])=[CH:23][C:21]([NH2:22])=[C:20]([O:27][CH3:28])[CH:19]=1>>[Cl:17][C:18]1[C:24]([O:25][CH3:26])=[CH:23][C:21]([NH:22][C:2]2[N:7]=[C:6]([NH:8][C:9]3[CH:14]=[CH:13][CH:12]=[C:11]([OH:15])[CH:10]=3)[C:5]([F:16])=[CH:4][N:3]=2)=[C:20]([O:27][CH3:28])[CH:19]=1. Reported procedure: In like manner to the preparation of N4-(3-chloro-4-trifluoromethoxyphenyl)-5-fluoro-N2-(3-hydroxyphenyl)-2,4-pyrimidineamine, the reaction of 2-chloro-5-fluoro-N4-(3-hydroxyphenyl)-4-pyrimidineamine with 4-chloro-2,5-dimethoxyaniline gave N2-(4-chloro-2,5-dimethoxyphenyl)-5-fluoro-N4-(3-hydroxyphenyl)-2,4-pyrimidinediamine. 1H NMR (CD3OD): δ 8.04 (d, 1H, J=5.4 Hz), 7.46 (s, 1H), 7.17 (m, 2H), 7.03 (m, 2H), 6.72 (dd, 1H, J=1.8 and 7.8 Hz), 3.85 (s, 3H), 3.52 (s, 3H); LCMS: purity: 98%; MS (m/e):... The reactants are COC(=O)c1cccnc1Oc1ccc(SC)cc1, [Li+], C1CCOC1, [OH-]. Yields the product CSc1ccc(Oc2ncccc2C(=O)O)cc1. As a reaction SMILES: [CH3:1][O:2][C:3]([c:4]1[c:5]([O:10][c:11]2[cH:12][cH:13][c:14]([S:17][CH3:18])[cH:15][cH:16]2)[n:6][cH:7][cH:8][cH:9]1)=[O:19].[Li+:20].[O:22]1[CH2:23][CH2:24][CH2:25][CH2:26]1.[OH-:21]>>[O:2]=[C:3]([c:4]1[c:5]([O:10][c:11]2[cH:12][cH:13][c:14]([S:17][CH3:18])[cH:15][cH:16]2)[n:6][cH:7][cH:8][cH:9]1)[OH:19].